From a dataset of the Open Reaction Database (ORD), a public repository of structured organic reaction records. describe an organic reaction: reactants, conditions, products, and yield Starting materials: [Br-], CN1CCCC(C#N)CC1, CCOCC, Cl, Fc1ccc([Mg+])cc1, O. Yields the product CN1CCCC(C(=O)c2ccc(F)cc2)CC1. Reaction SMILES: [Br-:11].[C:1](#[N:2])[CH:3]1[CH2:4][CH2:5][N:6]([CH3:10])[CH2:7][CH2:8][CH2:9]1.[CH2:22]([O:23][CH2:24][CH3:25])[CH3:26].[ClH:20].[F:12][c:13]1[cH:14][cH:15][c:16]([Mg+:19])[cH:17][cH:18]1.[OH2:21]>>[C:1]([CH:3]1[CH2:4][CH2:5][N:6]([CH3:10])[CH2:7][CH2:8][CH2:9]1)([c:16]1[cH:15][cH:14][c:13]([F:12])[cH:18][cH:17]1)=[O:21]. The reactants are Cl.COC=1C=C(C=CC1OC)CCN([C@H](CO)C)C ((S)-2-[[2-(3,4-dimethoxyphenyl)ethyl]methylamino]-1-propanol hydrochloride), S(=O)(Cl)Cl (thionyl chloride). Solvent: C(Cl)(Cl)Cl (chloroform). Yields the product Cl.ClC[C@H](C)N(CCC1=CC(=C(C=C1)OC)OC)C ((S)-N-(2-chloro-1-methylethyl)-3,4-dimethoxy-N-methylbenzeneethaneamine hydrochloride). The yield is 35.8%. As a reaction SMILES: [ClH:1].[CH3:2][O:3][C:4]1[CH:5]=[C:6]([CH2:12][CH2:13][N:14]([CH3:19])[C@@H:15]([CH3:18])[CH2:16]O)[CH:7]=[CH:8][C:9]=1[O:10][CH3:11].S(Cl)([Cl:22])=O>C(Cl)(Cl)Cl>[ClH:22].[Cl:1][CH2:16][C@@H:15]([N:14]([CH3:19])[CH2:13][CH2:12][C:6]1[CH:7]=[CH:8][C:9]([O:10][CH3:11])=[C:4]([O:3][CH3:2])[CH:5]=1)[CH3:18] |f:0.1,4.5|. Reported procedure: To a solution of 7.06 g (0.028 mole) of (S)-2-[[2-(3,4-dimethoxyphenyl)ethyl]methylamino]-1-propanol hydrochloride in 100 ml of chloroform was added 4.8 ml (0.067 mole) of thionyl chloride and the reaction was heated to reflux for 3 hr. The reaction was cooled and the solvent was evaporated in vacuo to give 3.09 g of (S)-N-(2-chloro-1-methylethyl)-3,4-dimethoxy-N-methylbenzeneethaneamine hydrochloride as a brown glass (43%). Reactants: BrC1=CC=C(C=C1)I (4-bromo-1-iodo-benzene), C1(CCCC1)/C=C(/CO)\B1OC(C(O1)(C)C)(C)C ((E)-3-cyclopentyl-2-(4,4,5,5-tetramethyl-[1,3,2]dioxaborolan-2-yl)-prop-2-en-1-ol), [F-].[Cs+] (caesium fluoride). Reagents/catalysts: C1(=CC=CC=C1)P(C1=CC=CC=C1)(C1=CC=CC=C1)[Pd-4](P(C1=CC=CC=C1)(C1=CC=CC=C1)C1=CC=CC=C1)(P(C1=CC=CC=C1)(C1=CC=CC=C1)C1=CC=CC=C1)P(C1=CC=CC=C1)(C1=CC=CC=C1)C1=CC=CC=C1 (tetrakis(triphenylphosphino)palladium(0)). Run in C1CCOC1 (THF). Conditions: temperature 60 celsius. Yields the product BrC1=CC=C(C=C1)/C(/CO)=C\C1CCCC1 ((E)-2-(4-bromo-phenyl)-3-cyclopentyl-prop-2-en-1-ol). Yield: 39.7%. As a reaction SMILES: [Br:1][C:2]1[CH:7]=[CH:6][C:5](I)=[CH:4][CH:3]=1.[CH:9]1(/[CH:14]=[C:15](\B2OC(C)(C)C(C)(C)O2)/[CH2:16][OH:17])[CH2:13][CH2:12][CH2:11][CH2:10]1.[F-].[Cs+]>C1COCC1.C1(P([Pd-4](P(C2C=CC=CC=2)(C2C=CC=CC=2)C2C=CC=CC=2)(P(C2C=CC=CC=2)(C2C=CC=CC=2)C2C=CC=CC=2)P(C2C=CC=CC=2)(C2C=CC=CC=2)C2C=CC=CC=2)(C2C=CC=CC=2)C2C=CC=CC=2)C=CC=CC=1>[Br:1][C:2]1[CH:7]=[CH:6][C:5](/[C:15](=[CH:14]\[CH:9]2[CH2:13][CH2:12][CH2:11][CH2:10]2)/[CH2:16][OH:17])=[CH:4][CH:3]=1 |f:2.3|. Procedure details: According to the procedure described for example 26b the use of 4-bromo-1-iodo-benzene (1.42 g, 5.0 mmol), (E)-3-cyclopentyl-2-(4,4,5,5-tetramethyl-[1,3,2]dioxaborolan-2-yl)-prop-2-en-1-ol (1.01 g, 4.00 mmol), caesium fluoride (2.28 g, 15.0 mmol) and tetrakis(triphenylphosphino)palladium(0) (577 mg, 500 μmol) in 120 mL THF with heating to 60° C. for 16 h gives a brown oil. Purify the crude product by column chromatography, eluting with a gradient from 100:0 to 60:40 hexanes:ethyl acetate to obta... As a reaction SMILES: [C:1]([CH3:2])([CH3:3])([CH3:4])[c:5]1[n:6][n:7]2[c:8]([n:9][c:10]([CH3:22])[c:11]([CH:14]([C:15](=[O:16])[O:17][CH3:18])[CH2:19][CH2:20][CH3:21])[c:12]2[Cl:13])[cH:23]1.[CH:38]([N:39]([CH:40]([CH3:41])[CH3:42])[CH2:43][CH3:44])([CH3:45])[CH3:46].[O:24]1[c:25]2[c:26]([cH:31][c:32]([B:35]([OH:36])[OH:37])[cH:33][cH:34]2)[O:27][CH2:28][CH2:29][CH2:30]1>>[C:1]([CH3:2])([CH3:3])([CH3:4])[c:5]1[n:6][n:7]2[c:8]([n:9][c:10]([CH3:22])[c:11]([CH:14]([C:15](=[O:16])[O:17][CH3:18])[CH2:19][CH2:20][CH3:21])[c:12]2-[c:32]2[cH:31][c:26]3[c:25]([cH:34][cH:33]2)[O:24][CH2:30][CH2:29][CH2:28][O:27]3)[cH:23]1. Product: CCCC(C(=O)OC)c1c(C)nc2cc(C(C)(C)C)nn2c1-c1ccc2c(c1)OCCCO2. Reactants: CCCC(C(=O)OC)c1c(C)nc2cc(C(C)(C)C)nn2c1Cl, CCN(C(C)C)C(C)C, OB(O)c1ccc2c(c1)OCCCO2. Reactants: CC(=O)N1C(=O)CCC1=O, C[Si](C)(C)N1C(=O)CCC1=O, C=C(C)C(C(=O)O[Si](C)(C)C)N1C(=O)C(NC(=O)Cc2ccccc2)C1SN1C(=O)CCC1=O, c1ccccc1. Product: C=C(C)C(C(=O)O)N1C(=O)C(NC(=O)Cc2ccccc2)C1SN1C(=O)CCC1=O. RXN SMILES: [C:1]([N:2]1[C:3](=[O:4])[CH2:5][CH2:6][C:7]1=[O:8])(=[O:9])[CH3:10].[CH3:11][Si:12]([CH3:13])([CH3:14])[N:15]1[C:16](=[O:17])[CH2:18][CH2:19][C:20]1=[O:21].[CH3:22][Si:23]([O:24][C:25](=[O:26])[CH:27]([C:28](=[CH2:29])[CH3:30])[N:31]1[C:32](=[O:53])[CH:33]([NH:43][C:44]([CH2:45][c:46]2[cH:47][cH:48][cH:49][cH:50][cH:51]2)=[O:52])[CH:34]1[S:35][N:36]1[C:37](=[O:42])[CH2:38][CH2:39][C:40]1=[O:41])([CH3:54])[CH3:55].[cH:56]1[cH:57][cH:58][cH:59][cH:60][cH:61]1>>[O:24]=[C:25]([OH:26])[CH:27]([C:28](=[CH2:29])[CH3:30])[N:31]1[C:32](=[O:53])[CH:33]([NH:43][C:44]([CH2:45][c:46]2[cH:47][cH:48][cH:49][cH:50][cH:51]2)=[O:52])[CH:34]1[S:35][N:36]1[C:37](=[O:42])[CH2:38][CH2:39][C:40]1=[O:41].